describe an organic reaction: reactants, conditions, products, and yield From a dataset of the Open Reaction Database (ORD), a public repository of structured organic reaction records. Reactants: C(C)(C)(C)OC(N[C@@H](CC(=O)N1CC=2N(CC1)C(=NC2C(=O)N2CCS(CC2)(=O)=O)C(F)(F)F)CC2=C(C=C(C(=C2)F)F)F)=O ((R)-[3-[1-(1,1-dioxo-thiomorpholine-4-carbonyl)-3-trifluoromethyl-5,6-dihydro-8H-imidazo[1,5-a]pyrazin-7-yl]-3-oxo-1-(2,4,5-trifluoro-benzyl)-propyl]-carbamic acid tert-butyl ester), Cl (hydrochloric acid). The solvent is C(C)(=O)OCC (ethyl acetate). Product: Cl.N[C@@H](CC(=O)N1CC=2N(CC1)C(=NC2C(=O)N2CCS(CC2)(=O)=O)C(F)(F)F)CC2=C(C=C(C(=C2)F)F)F ((R)-3-amino-1-[1-(1,1-dioxo-thiomorpholine-4-carbonyl)-3-trifluoromethyl-5,6-dihydro-8H-imidazo[1,5-a]pyrazin-7-yl]-4-(2,4,5-trifluoro-phenyl)-butan-1-one hydrochloride). RXN SMILES: C(OC(=O)[NH:7][C@H:8]([CH2:35][C:36]1[CH:41]=[C:40]([F:42])[C:39]([F:43])=[CH:38][C:37]=1[F:44])[CH2:9][C:10]([N:12]1[CH2:17][CH2:16][N:15]2[C:18]([C:31]([F:34])([F:33])[F:32])=[N:19][C:20]([C:21]([N:23]3[CH2:28][CH2:27][S:26](=[O:30])(=[O:29])[CH2:25][CH2:24]3)=[O:22])=[C:14]2[CH2:13]1)=[O:11])(C)(C)C.[ClH:46]>C(OCC)(=O)C>[ClH:46].[NH2:7][C@H:8]([CH2:35][C:36]1[CH:41]=[C:40]([F:42])[C:39]([F:43])=[CH:38][C:37]=1[F:44])[CH2:9][C:10]([N:12]1[CH2:17][CH2:16][N:15]2[C:18]([C:31]([F:32])([F:33])[F:34])=[N:19][C:20]([C:21]([N:23]3[CH2:24][CH2:25][S:26](=[O:30])(=[O:29])[CH2:27][CH2:28]3)=[O:22])=[C:14]2[CH2:13]1)=[O:11] |f:3.4|. Reported procedure: (R)-[3-[1-(1,1-Dioxo-thiomorpholine-4-carbonyl)-3-trifluoromethyl-5,6-dihydro-8H-imidazo[1,5-a]pyrazin-7-yl]-3-oxo-1-(2,4,5-trifluoro-benzyl)-propyl]-carbamic acid tert-butyl ester 6a (0.15 g, 0.22 mmol) was dissolved in a solution of 3.1 N hydrochloric acid in 4 mL of ethyl acetate. The reaction mixture was reacted at room temperature overnight and monitored by thin layer chromatography until the disappearance of the starting materials. The reaction mixture was concentrated under reduced pressu... The reactants are ice, ClC1=CC=C(C=C1)C1=NC2=C(N1C(C(=O)O)C1CCC(CC1)(F)F)C=C(C(=C2)F)F ([2-(4-chloro-phenyl)-5,6-difluoro-benzoimidazol-1-yl]-(4,4-difluoro-cyclohexyl)-acetic acid), [H-].[Al+3].[Li+].[H-].[H-].[H-] (lithium aluminium hydride). Solvent: O1CCCC1 (tetrahydrofuran). Run at time 1.25 hour. Product: ClC1=CC=C(C=C1)C1=NC2=C(N1C(CO)C1CCC(CC1)(F)F)C=C(C(=C2)F)F (2-[2-(4-Chloro-phenyl)-5,6-difluoro-benzoimidazol-1-yl]-2-(4,4-difluoro-cyclohexyl)-ethanol). As a reaction SMILES: [Cl:1][C:2]1[CH:7]=[CH:6][C:5]([C:8]2[N:12]([CH:13]([CH:17]3[CH2:22][CH2:21][C:20]([F:24])([F:23])[CH2:19][CH2:18]3)[C:14](O)=[O:15])[C:11]3[CH:25]=[C:26]([F:30])[C:27]([F:29])=[CH:28][C:10]=3[N:9]=2)=[CH:4][CH:3]=1.[H-].[Al+3].[Li+].[H-].[H-].[H-]>O1CCCC1>[Cl:1][C:2]1[CH:7]=[CH:6][C:5]([C:8]2[N:12]([CH:13]([CH:17]3[CH2:22][CH2:21][C:20]([F:24])([F:23])[CH2:19][CH2:18]3)[CH2:14][OH:15])[C:11]3[CH:25]=[C:26]([F:30])[C:27]([F:29])=[CH:28][C:10]=3[N:9]=2)=[CH:4][CH:3]=1 |f:1.2.3.4.5.6|. Procedure: To an ice-cold solution of 1.18 g (2.68 mmol) [2-(4-chloro-phenyl)-5,6-difluoro-benzoimidazol-1-yl]-(4,4-difluoro-cyclohexyl)-acetic acid in 20 ml tetrahydrofuran was added 0.15 g (4.01 mmol) lithium aluminium hydride. After removal of the cooling bath the reaction mixture was stirred for 1.25 h at room temperature. The reaction mixture was poured onto 100 ml aqueous saturated potassium sodium tartrate solution, the phases were separated and the aqueous layer was extracted three times with ethyl... The reactants are N (ammonia), [Cl-].N (ammonia chloride), ClC1(C2C3=C(N(C4=C(C21)C=CC=C4)C=O)C=CC=C3)Cl (1,1-dichloro-1a,10b-dihydrodibenzo(b,f)cycloprop(d)azepine-6(1H)-carboxaldehyde), [Na] (sodium). Reaction conditions: time 1 hour. Product: C1C2C3=C(NC4=C(C21)C=CC=C4)C=CC=C3 (1,1a,6,10b-tetrahydrodibenzo(b,f)cycloprop(d)azepine). Isolated yield 53.0%. Reaction SMILES: N.Cl[C:3]1(Cl)[CH:10]2[CH:4]1[C:5]1[CH:20]=[CH:19][CH:18]=[CH:17][C:6]=1[N:7](C=O)[C:8]1[CH:14]=[CH:13][CH:12]=[CH:11][C:9]=12.[Na].[Cl-].N>>[CH2:3]1[CH:4]2[CH:10]1[C:9]1[CH:11]=[CH:12][CH:13]=[CH:14][C:8]=1[NH:7][C:6]1[CH:17]=[CH:18][CH:19]=[CH:20][C:5]=12 |f:3.4,^1:21|. Procedure: In 20 ml. of liquid ammonia is suspended 1.824 g. of 1,1-dichloro-1a,10b-dihydrodibenzo(b,f)cycloprop(d)azepine-6(1H)-carboxaldehyde, and while the suspension is stirred at -40° to -50° C,0.69 g. of small pieces of sodium metal are added. The system is stirred atthe same temperature for 1 hour, after which time 1.5 g. of ammonia chloride is added. The liquid ammonia is distilled off and 20 ml. of wateris added. The mixture is extracted three times with 20 ml. portions of benzene and the extracts... The reactants are ClCl (chlorine), Cl (hydrochloric acid), NC1=NC=C(C=C1C)I (2-amino-3-methyl-5-iodopyridine), N(=O)[O-].[Na+] (sodium nitrite). Solvent: O (water), O (water). Run at temperature 0 celsius, time 2 hour. Yields the product ClC1=NC=C(C=C1C)I (2-chloro-3-methyl-5-iodopyridine). The yield is 14.2%. As a reaction SMILES: [Cl:1]Cl.Cl.N[C:5]1[C:10]([CH3:11])=[CH:9][C:8]([I:12])=[CH:7][N:6]=1.N([O-])=O.[Na+]>O>[Cl:1][C:5]1[C:10]([CH3:11])=[CH:9][C:8]([I:12])=[CH:7][N:6]=1 |f:3.4|. Reported procedure: At −10° C., 21.3 g of chlorine gas were introduced into a suspension of 146 g of 10% strength by weight hydrochloric acid and 23.4 g of 2-amino-3-methyl-5-iodopyridine [J. Org. Chem. (1995), p. 5356]. At about −50° C., a solution of 48.3 g of sodium nitrite in 120 ml of water was subsequently added dropwise. After about 2 hours of stirring at 0° C., the mixture was diluted with 1 l of water and extracted with methyl tert-butyl ether (MtBE). The organic phases were washed with NaHCO3 solution and... Starting materials: C(C(C)C)C1=CC=CC=C1 (Isobutylbenzene), C(C)(=O)F (acetyl fluoride). Run in CC(=O)O (HOAc). Product: CC(C)CC1=CC=C(C=C1)C(=O)C (4-isobutylacetophenone). As a reaction SMILES: [CH2:1]([C:5]1[CH:10]=[CH:9][CH:8]=[CH:7][CH:6]=1)[CH:2]([CH3:4])[CH3:3].[C:11](F)(=[O:13])[CH3:12]>CC(O)=O>[CH3:3][CH:2]([CH2:1][C:5]1[CH:10]=[CH:9][C:8]([C:11]([CH3:12])=[O:13])=[CH:7][CH:6]=1)[CH3:4]. Procedure: Isobutylbenzene (IBB) (10.2 lb/hr) and a solution of HF containing 13 wt % HOAc and 12 wt % acetyl fluoride (AcF) (153 lb/hr) were fed into reactor 1 through line 4. The mixture was reacted at 60° C. for 1.5 hrs to produce the desired 4-isobutylacetophenone product.